describe an organic reaction: reactants, conditions, products, and yield From a dataset of the Open Reaction Database (ORD), a public repository of structured organic reaction records. The reactants are BrC1=CC2=C(NC(=N2)[C@H](CC)NC(OC(C)(C)C)=O)C=C1 ((S)-tert-butyl (1-(5-bromo-1H-benzo[d]imidazol-2-yl)propyl)carbamate), [Br-].C(C(C)(C)C)[Zn+] (neopentylzinc bromide), O1CCCC1 (tetrahydrofuran), FC(C(=O)O)(F)F (trifluoroacetic acid). The reagents and catalysts are C1=CC=C(C=C1)P([C-]2C=CC=C2)C3=CC=CC=C3.C1=CC=C(C=C1)P([C-]2C=CC=C2)C3=CC=CC=C3.Cl[Pd]Cl.[Fe+2] ([1,1′-bis(diphenylphosphino)ferrocene]dichloropalladium(II)). Reaction conditions: temperature 140 celsius, time 2.5 hour. Yields the product CC(CC1=CC2=C(NC(=N2)[C@H](CC)N)C=C1)(C)C ((1S)-1-[5-(2,2-Dimethylpropyl)-1H-benzimidazol-2-yl]propan-1-amine). Isolated yield 15.0%. Reaction SMILES: Br[C:2]1[CH:21]=[CH:20][C:5]2[NH:6][C:7]([C@@H:9]([NH:12]C(=O)OC(C)(C)C)[CH2:10][CH3:11])=[N:8][C:4]=2[CH:3]=1.[Br-].[CH2:23]([Zn+])[C:24]([CH3:27])([CH3:26])[CH3:25].O1CCCC1.FC(F)(F)C(O)=O>C1C=CC(P(C2C=CC=CC=2)[C-]2C=CC=C2)=CC=1.C1C=CC(P(C2C=CC=CC=2)[C-]2C=CC=C2)=CC=1.Cl[Pd]Cl.[Fe+2]>[CH3:23][C:24]([CH3:27])([CH3:26])[CH2:25][C:2]1[CH:21]=[CH:20][C:5]2[NH:6][C:7]([C@@H:9]([NH2:12])[CH2:10][CH3:11])=[N:8][C:4]=2[CH:3]=1 |f:1.2,5.6.7.8|. Reported procedure: Argon was bubbled through a mixture of (S)-tert-butyl (1-(5-bromo-1H-benzo[d]imidazol-2-yl)propyl)carbamate (Preparation 18, 150 mg, 0.42 mmol), [1,1′-bis(diphenylphosphino)ferrocene]dichloropalladium(II) (48.2 mg, 0.0659 mmol), and neopentylzinc bromide in tetrahydrofuran (0.5 M, 2.5 mL, 1.3 mmol) for 5 minutes. The mixture was then heated under microwave irradiation for 10 minutes at 140° C. After cooling, the reaction was concentrated in vacuo, redissolved in dichloromethane (9 mL) and treate... Starting materials: C(C)(C)(C)OC(NC1(CCC1)C1=CC=C(C=C1)C=1C(=CC2=C(OCC=3N2C(NN3)=O)N1)C1=CC=CC=C1)=O (tert-butyl(1-(4-(1-oxo-8-phenyl-2,4-dihydro-1H-pyrido[2,3-b][1,2,4]triazolo[4,3-d][1,4]oxazin-7-yl)phenyl)cyclobutyl)carbamate), C([O-])([O-])=O.[K+].[K+] (potassium carbonate), BrCC(F)(F)F (2-bromo-1,1,1-trifluoroethane), O (Water). Run in CN(C)C=O (DMF). Run at temperature 80 celsius, time 1 hour. Product: C(C)(C)(C)OC(NC1(CCC1)C1=CC=C(C=C1)C=1C(=CC2=C(OCC=3N2C(N(N3)CC(F)(F)F)=O)N1)C1=CC=CC=C1)=O (tert-butyl(1-(4-(1-oxo-8-phenyl-2-(2,2,2-trifluoroethyl)-2,4-dihydro-1H-pyrido[2,3-b][1,2,4]triazolo[4,3-d][1,4]oxazin-7-yl)phenyl)cyclobutyl)carbamate). The yield is 39.9%. Reaction SMILES: [C:1]([O:5][C:6](=[O:38])[NH:7][C:8]1([C:12]2[CH:17]=[CH:16][C:15]([C:18]3[C:19]([C:32]4[CH:37]=[CH:36][CH:35]=[CH:34][CH:33]=4)=[CH:20][C:21]4[N:26]5[C:27](=[O:30])[NH:28][N:29]=[C:25]5[CH2:24][O:23][C:22]=4[N:31]=3)=[CH:14][CH:13]=2)[CH2:11][CH2:10][CH2:9]1)([CH3:4])([CH3:3])[CH3:2].C(=O)([O-])[O-].[K+].[K+].Br[CH2:46][C:47]([F:50])([F:49])[F:48].O>CN(C=O)C>[C:1]([O:5][C:6](=[O:38])[NH:7][C:8]1([C:12]2[CH:13]=[CH:14][C:15]([C:18]3[C:19]([C:32]4[CH:37]=[CH:36][CH:35]=[CH:34][CH:33]=4)=[CH:20][C:21]4[N:26]5[C:27](=[O:30])[N:28]([CH2:46][C:47]([F:50])([F:49])[F:48])[N:29]=[C:25]5[CH2:24][O:23][C:22]=4[N:31]=3)=[CH:16][CH:17]=2)[CH2:11][CH2:10][CH2:9]1)([CH3:4])([CH3:2])[CH3:3] |f:1.2.3|. Procedure: To a solution of tert-butyl(1-(4-(1-oxo-8-phenyl-2,4-dihydro-1H-pyrido[2,3-b][1,2,4]triazolo[4,3-d][1,4]oxazin-7-yl)phenyl)cyclobutyl)carbamate (98 mg, 0.19 mmol) in dry DMF (2 ml) was added potassium carbonate (79 mg, 0.57 mmol) and 2-bromo-1,1,1-trifluoroethane (94 mg, 0.57 mmol) under nitrogen. The resulting mixture was stirred for 1 hour at 80° C. Water was added and the mixture was extracted with EtOAc (3×). The combined organic phases were dried over Na2SO4 and concentrated to dryness unde... The reactants are Cl (HCl), OO (Hydrogen peroxide), CC1(OC(C(C(O1)=O)C(C#CC)C1=CC=C(C=C1)SCC1=C(C=CC=C1)C)=O)C (2,2-Dimethyl-5-{1-[4-(2-methyl-benzylsulfanyl)-phenyl]-but-2-ynyl}-[1,3]dioxane-4,6-dione), O (water). The solvent is CC(=O)O (AcOH). Run at temperature 80 celsius, time 1.5 hour. Yields the product CC1(OC(C(C(O1)=O)C(C#CC)C1=CC=C(C=C1)S(=O)CC1=C(C=CC=C1)C)=O)C (2,2-Dimethyl-5-[1-(4-o-tolylmethanesulfinyl-phenyl)-but-2-ynyl]-[1,3]dioxane-4,6-dione). The yield is 47.1%. As a reaction SMILES: [OH:1]O.[CH3:3][C:4]1([CH3:31])[O:9][C:8](=[O:10])[CH:7]([CH:11]([C:15]2[CH:20]=[CH:19][C:18]([S:21][CH2:22][C:23]3[CH:28]=[CH:27][CH:26]=[CH:25][C:24]=3[CH3:29])=[CH:17][CH:16]=2)[C:12]#[C:13][CH3:14])[C:6](=[O:30])[O:5]1.O.Cl>CC(O)=O>[CH3:3][C:4]1([CH3:31])[O:9][C:8](=[O:10])[CH:7]([CH:11]([C:15]2[CH:20]=[CH:19][C:18]([S:21]([CH2:22][C:23]3[CH:28]=[CH:27][CH:26]=[CH:25][C:24]=3[CH3:29])=[O:1])=[CH:17][CH:16]=2)[C:12]#[C:13][CH3:14])[C:6](=[O:30])[O:5]1. Reported procedure: Hydrogen peroxide (20 μL, 0.05 mmol) was added to a 0° C. solution of 28.3 (20 mg, 0.05 mmol) in AcOH (2 mL). The reaction was stirred at 80° C. for 1.5 hours, then cooled to room temperature and stirred for 16 hours. The reaction mixture was poured into cold water and the resulting solution was acidified to pH=2 with 6N HCl(aq). The aqueous layer was extracted with ethyl acetate and sec-butanol. The combined organic layers were concentrated to yield 10 mg (50%) of 2,2-Dimethyl-5-[1-(4-o-tolylme... Starting materials: OC1=C(C=O)C=CC=C1SC1=C(C=CC=C1)Cl (2-hydroxy-3-(2-chlorophenylthio)benzaldehyde), S(=O)(=O)(OC)OC (dimethyl sulfate). The solvent is [OH-].[K+] (potassium hydroxide). Yields the product COC1=C(C=O)C=CC=C1SC1=C(C=CC=C1)Cl (2-methoxy-3-(2-chlorophenylthio)benzaldehyde). Yield: 45.3%. RXN SMILES: [OH:1][C:2]1[C:9]([S:10][C:11]2[CH:16]=[CH:15][CH:14]=[CH:13][C:12]=2[Cl:17])=[CH:8][CH:7]=[CH:6][C:3]=1[CH:4]=[O:5].S(OC)(O[CH3:22])(=O)=O>[OH-].[K+]>[CH3:22][O:1][C:2]1[C:9]([S:10][C:11]2[CH:16]=[CH:15][CH:14]=[CH:13][C:12]=2[Cl:17])=[CH:8][CH:7]=[CH:6][C:3]=1[CH:4]=[O:5] |f:2.3|. Procedure: A mixture of 2-hydroxy-3-(2-chlorophenylthio)benzaldehyde (19.3 g) and dimethyl sulfate (18.4 g) was stirred at room temperature. To the mixture was added dropwise an aqueous solution (50 ml) of potassium hydroxide (12.5 g) at temperature below 60° C., and then the mixture was stirred for an hour. The reaction mixture was cooled to the ambient temperature and insoluble substance was filtered off. The filtrate was extracted with diethyl ether, and the extract was washed with water, dried over mag... Product: C(C)(C)N1C(N(C(=C(C1=O)C=1C(=NC=CC1)C1=CC=C(C#N)C=C1)C)C1=CC(=CC=C1)C(F)(F)F)=O (4-(3-(3-isopropyl-6-methyl-2,4-dioxo-1-(3-(trifluoromethyl)phenyl)-1,2,3,4-tetrahydropyrimidin-5-yl)pyridin-2-yl)benzonitrile). Starting materials: BrC1=NC=CC=C1C=1C(N(C(N(C1C)C1=CC(=CC=C1)C(F)(F)F)=O)C(C)C)=O (5-(2-bromopyridin-3-yl)-3-isopropyl-6-methyl-1-(3-(trifluoromethyl)phenyl)pyrimidin-2,4(1H,3H)-dione), C(#N)C1=CC=C(C=C1)B(O)O (4-cyanophenylboronic acid), O (water), C([O-])([O-])=O.[Na+].[Na+] (sodium carbonate). Run in O1CCOCC1 (1,4-dioxane). As a reaction SMILES: Br[C:2]1[C:7]([C:8]2[C:9](=[O:29])[N:10]([CH:26]([CH3:28])[CH3:27])[C:11](=[O:25])[N:12]([C:15]3[CH:20]=[CH:19][CH:18]=[C:17]([C:21]([F:24])([F:23])[F:22])[CH:16]=3)[C:13]=2[CH3:14])=[CH:6][CH:5]=[CH:4][N:3]=1.[C:30]([C:32]1[CH:37]=[CH:36][C:35](B(O)O)=[CH:34][CH:33]=1)#[N:31].O.C(=O)([O-])[O-].[Na+].[Na+]>O1CCOCC1.C1C=CC([P]([Pd]([P](C2C=CC=CC=2)(C2C=CC=CC=2)C2C=CC=CC=2)([P](C2C=CC=CC=2)(C2C=CC=CC=2)C2C=CC=CC=2)[P](C2C=CC=CC=2)(C2C=CC=CC=2)C2C=CC=CC=2)(C2C=CC=CC=2)C2C=CC=CC=2)=CC=1>[CH:26]([N:10]1[C:9](=[O:29])[C:8]([C:7]2[C:2]([C:35]3[CH:36]=[CH:37][C:32]([C:30]#[N:31])=[CH:33][CH:34]=3)=[N:3][CH:4]=[CH:5][CH:6]=2)=[C:13]([CH3:14])[N:12]([C:15]2[CH:20]=[CH:19][CH:18]=[C:17]([C:21]([F:24])([F:23])[F:22])[CH:16]=2)[C:11]1=[O:25])([CH3:28])[CH3:27] |f:3.4.5,^1:57,59,78,97|. The reagents and catalysts are C=1C=CC(=CC1)[P](C=2C=CC=CC2)(C=3C=CC=CC3)[Pd]([P](C=4C=CC=CC4)(C=5C=CC=CC5)C=6C=CC=CC6)([P](C=7C=CC=CC7)(C=8C=CC=CC8)C=9C=CC=CC9)[P](C=1C=CC=CC1)(C=1C=CC=CC1)C=1C=CC=CC1 (tetrakis(triphenylphosphine)palladium). Yield: 85.3%. Procedure details: 5-(2-Bromopyridin-3-yl)-3-isopropyl-6-methyl-1-(3-(trifluoromethyl)phenyl)pyrimidin-2,4(1H,3H)-dione (prepared in Reference Example 189) (132 mg) and 4-cyanophenylboronic acid (166 mg) were dissolved in 1,4-dioxane (10 ml). Thereto were added under nitrogen atmosphere water (1 ml), sodium carbonate (239 mg) and tetrakis(triphenylphosphine)palladium (33 mg) and the resulting mixture was stirred with heating under reflux for one and a half hours. The reaction mixture was cooled to room temperature... Reactants: ClC1=CC=C2C(=CNC2=C1)C(=O)N1CCC2(CC1)OCC1=C2C=CC=C1 (1′-[(6-chloro-1H-indol-3-yl)carbonyl]-3H-spiro[2-benzofuran-1,4′-piperidine]), C(C)(C)(C)OC(=O)N1CCN(CC1)C(CCl)=O (4-(2-chloro-acetyl)-piperazine-1-carboxylic acid tert-butyl ester). Product: ClC1=CC=C2C(=CN(C2=C1)CC(N1CCNCC1)=O)C(=O)N1CCC2(CC1)OCC1=C2C=CC=C1 (1′-{[6-Chloro-1-(2-oxo-2-piperazin-1-ylethyl)-1H-indol-3-yl]carbonyl}-3H-spiro[2-benzofuran-1,4′-piperidine]). Reaction SMILES: [Cl:1][C:2]1[CH:10]=[C:9]2[C:5]([C:6]([C:11]([N:13]3[CH2:18][CH2:17][C:16]4([C:22]5[CH:23]=[CH:24][CH:25]=[CH:26][C:21]=5[CH2:20][O:19]4)[CH2:15][CH2:14]3)=[O:12])=[CH:7][NH:8]2)=[CH:4][CH:3]=1.C(OC([N:34]1[CH2:39][CH2:38][N:37]([C:40](=[O:43])[CH2:41]Cl)[CH2:36][CH2:35]1)=O)(C)(C)C>>[Cl:1][C:2]1[CH:10]=[C:9]2[C:5]([C:6]([C:11]([N:13]3[CH2:18][CH2:17][C:16]4([C:22]5[CH:23]=[CH:24][CH:25]=[CH:26][C:21]=5[CH2:20][O:19]4)[CH2:15][CH2:14]3)=[O:12])=[CH:7][N:8]2[CH2:41][C:40](=[O:43])[N:37]2[CH2:38][CH2:39][NH:34][CH2:35][CH2:36]2)=[CH:4][CH:3]=1. Procedure details: Following the general procedure V as described hereinabove, the alkylation of 1′-[(6-chloro-1H-indol-3-yl)carbonyl]-3H-spiro[2-benzofuran-1,4′-piperidine] (the preparation of which have been described in example 69) with commercially available 4-(2-chloro-acetyl)-piperazine-1-carboxylic acid tert-butyl ester as electrophile, the title compound was obtained as a white solid after removal of the Boc protecting group under standard conditions (TFA/dichloromethane, room temperature). Reactants: ClCCl, CCc1c(Cl)cccc1-c1ccccc1, N#C[Cu]C#N, c1ccncc1. Yields the product CCc1c(C#N)cccc1-c1ccccc1. As a reaction SMILES: [CH2:27]([Cl:28])[Cl:29].[Cl:1][c:2]1[c:3]([CH2:14][CH3:15])[c:4](-[c:8]2[cH:9][cH:10][cH:11][cH:12][cH:13]2)[cH:5][cH:6][cH:7]1.[Cu:16]([C:17]#[N:18])[C:19]#[N:20].[cH:21]1[cH:22][cH:23][n:24][cH:25][cH:26]1>>[c:2]1([C:17]#[N:18])[c:3]([CH2:14][CH3:15])[c:4](-[c:8]2[cH:9][cH:10][cH:11][cH:12][cH:13]2)[cH:5][cH:6][cH:7]1. The reactants are NC1=C(C(=NN1)C1CCN(CC1)C(C)=O)C=1SC2=C(N1)C=CC=C2 (1-[4-(5-amino-4-benzothiazol-2-yl-1H-pyrazol-3-yl)-piperidin-1-yl]-ethanone), [OH-].[Na+] (NaOH), [Na+].[Cl-] (NaCl), ice. The solvent is Cl (HCl). Yields the product N (ammonia), S1C(=NC2=C1C=CC=C2)C2=C(NN=C2C2CCNCC2)N (4-Benzothiazol-2-yl-5-piperidin-4-yl-2H-pyrazol-3-ylamine). Isolated yield 63.4%. As a reaction SMILES: [NH2:1][C:2]1[NH:6][N:5]=[C:4]([CH:7]2[CH2:12][CH2:11][N:10](C(=O)C)[CH2:9][CH2:8]2)[C:3]=1[C:16]1[S:17][C:18]2[CH:24]=[CH:23][CH:22]=[CH:21][C:19]=2[N:20]=1.[OH-].[Na+].[Na+].[Cl-]>Cl>[NH3:1].[S:17]1[C:18]2[CH:24]=[CH:23][CH:22]=[CH:21][C:19]=2[N:20]=[C:16]1[C:3]1[C:4]([CH:7]2[CH2:8][CH2:9][NH:10][CH2:11][CH2:12]2)=[N:5][NH:6][C:2]=1[NH2:1] |f:1.2,3.4|. Procedure details: A solution of the above prepared 1-[4-(5-amino-4-benzothiazol-2-yl-1H-pyrazol-3-yl)-piperidin-1-yl]-ethanone (54 mg, 0.158 mmol) in 6N HCl (10 mL) was refluxed for 6 hrs and was allowed to cool to room temperature overnight. The resulting mixture was poured over crushed ice (20 mL) and the solution was adjusted to neutral pH using a 10% NaOH solution. The resulting solution was saturated with NaCl and was extracted with ethyl acetate (10×50 mL). The combined extracts were washed once with brine,... Reactants: COc1cc(Cl)c2c(c1)CCN2, CCC(C1CCC1)n1cc(Cl)nc(Cl)c1=O, Cl. Yields the product CCC(C1CCC1)n1cc(Cl)nc(N2CCc3cc(OC)cc(Cl)c32)c1=O. RXN SMILES: [Cl:18][c:19]1[cH:20][c:21]([O:28][CH3:29])[cH:22][c:23]2[c:27]1[NH:26][CH2:25][CH2:24]2.[Cl:1][c:2]1[c:3](=[O:16])[n:4]([CH:9]([CH2:10][CH3:11])[CH:12]2[CH2:13][CH2:14][CH2:15]2)[cH:5][c:6]([Cl:8])[n:7]1.[ClH:17]>>[c:2]1([N:26]2[CH2:25][CH2:24][c:23]3[cH:22][c:21]([O:28][CH3:29])[cH:20][c:19]([Cl:18])[c:27]32)[c:3](=[O:16])[n:4]([CH:9]([CH2:10][CH3:11])[CH:12]2[CH2:13][CH2:14][CH2:15]2)[cH:5][c:6]([Cl:8])[n:7]1.